This data is from the Open Reaction Database (ORD), a public repository of structured organic reaction records. The task is: describe an organic reaction: reactants, conditions, products, and yield The reactants are ClC1=C(C=CC=C1)S(=O)(=O)[C@@H]1C[C@H](NC1)C(=O)NC1(CC1)C#N ((2S,4R)-4-(2-chlorophenylsulfonyl)-N-(1-cyanocyclopropyl)pyrrolidine-2-carboxamide), FC1(CCC(CC1)N1C(CC1)C(=O)[O-])F.[Li+] (lithium 1-(4,4-difluorocyclohexyl)azetidine-2-carboxylate). The product is ClC1=C(C=CC=C1)S(=O)(=O)[C@@H]1C[C@H](N(C1)C(=O)C1N(CC1)C1CCC(CC1)(F)F)C(=O)NC1(CC1)C#N ((2S,4R)-4-(2-chlorophenylsulfonyl)-N-(1-cyanocyclopropyl)-1-(1-(4,4-difluorocyclohexyl)azetidine-2-carbonyl)pyrrolidine-2-carboxamide), solid. Yield: 47.0%. As a reaction SMILES: [Cl:1][C:2]1[CH:7]=[CH:6][CH:5]=[CH:4][C:3]=1[S:8]([C@H:11]1[CH2:15][NH:14][C@H:13]([C:16]([NH:18][C:19]2([C:22]#[N:23])[CH2:21][CH2:20]2)=[O:17])[CH2:12]1)(=[O:10])=[O:9].[F:24][C:25]1([F:38])[CH2:30][CH2:29][CH:28]([N:31]2[CH2:34][CH2:33][CH:32]2[C:35]([O-])=[O:36])[CH2:27][CH2:26]1.[Li+]>>[Cl:1][C:2]1[CH:7]=[CH:6][CH:5]=[CH:4][C:3]=1[S:8]([C@H:11]1[CH2:15][N:14]([C:35]([CH:32]2[CH2:33][CH2:34][N:31]2[CH:28]2[CH2:29][CH2:30][C:25]([F:38])([F:24])[CH2:26][CH2:27]2)=[O:36])[C@H:13]([C:16]([NH:18][C:19]2([C:22]#[N:23])[CH2:21][CH2:20]2)=[O:17])[CH2:12]1)(=[O:10])=[O:9] |f:1.2|. Procedure: The reaction of (2S,4R)-4-(2-chlorophenylsulfonyl)-N-(1-cyanocyclopropyl)pyrrolidine-2-carboxamide 7H and lithium 1-(4,4-difluorocyclohexyl)azetidine-2-carboxylate 20B carried out according to the general procedure L yielded (2S,4R)-4-(2-chlorophenylsulfonyl)-N-(1-cyanocyclopropyl)-1-(1-(4,4-difluorocyclohexyl)azetidine-2-carbonyl)pyrrolidine-2-carboxamide 1:1 epimers as an off-white solid (47%). MS ISP (m/e): 555.1 (100) [(M+H)]]+. Product: O1C=C(C=C1)C=1C=CC(=C(N)C1)C (5-(furan-3-yl)-2-methylaniline). Reaction SMILES: CC1(C)C(C)(C)OB([C:9]2[CH:13]=[CH:12][O:11][CH:10]=2)O1.Br[C:16]1[CH:17]=[CH:18][C:19]([CH3:23])=[C:20]([CH:22]=1)[NH2:21]>>[O:11]1[CH:12]=[CH:13][C:9]([C:16]2[CH:17]=[CH:18][C:19]([CH3:23])=[C:20]([CH:22]=2)[NH2:21])=[CH:10]1. The yield is 98.0%. Reactants: CC1(OB(OC1(C)C)C1=COC=C1)C (3-(4,4,5,5-tetramethyl-1,3,2-dioxaborolan-2-yl)furan), BrC=1C=CC(=C(N)C1)C (5-bromo-2-methylaniline). Procedure: Using the same method as in Example 5-(i), 3-(4,4,5,5-tetramethyl-1,3,2-dioxaborolan-2-yl)furan was reacted with the 5-bromo-2-methylaniline to give 5-(furan-3-yl)-2-methylaniline (yield: 98%). The reactants are [N+](=O)([O-])C1=CC(=C(C=C1)N)N (4-nitro-o-phenylene diamine), O1C(=CC=C1)C(=O)Cl (2-furoyl chloride), O (water). The solvent is N1=CC=CC=C1 (pyridine). Reaction conditions: time 15 minute. Product: NC1=C(C=CC(=C1)[N+](=O)[O-])NC(=O)C=1OC=CC1 (N-(2-Amino-4-nitrophenyl)-2-furamide). The yield is 101.1%. Reaction SMILES: [N+:1]([C:4]1[CH:9]=[CH:8][C:7]([NH2:10])=[C:6]([NH2:11])[CH:5]=1)([O-:3])=[O:2].[O:12]1[CH:16]=[CH:15][CH:14]=[C:13]1[C:17](Cl)=[O:18].O>N1C=CC=CC=1>[NH2:11][C:6]1[CH:5]=[C:4]([N+:1]([O-:3])=[O:2])[CH:9]=[CH:8][C:7]=1[NH:10][C:17]([C:13]1[O:12][CH:16]=[CH:15][CH:14]=1)=[O:18]. Procedure: To a stirred solution of 4-nitro-o-phenylene diamine (76.5 g, 0.5 mole) in 500 ml of pyridine, is added dropwise 2-furoyl chloride (65 g, 0.5 mole). After the addition is complete the reaction solution is stirred at room temperature for 15 minutes and then at reflux for 2 hr. The hot reaction solution is poured into 6 liters of water to give an oil, which solidifies upon standing overnight at room temperature to give 125 g (100 percent) of yellow intermediate. The solid is used in part B without... Reactants: [Br-], Cc1ccc(S(=O)(=O)OCCC(c2ccc(F)cc2)c2ccc(F)cc2)cc1, CC(C)=O, [Li+]. Product: Fc1ccc(C(CCBr)c2ccc(F)cc2)cc1. RXN SMILES: [Br-:30].[CH3:1][c:2]1[cH:3][cH:4][c:5]([S:6]([O:7][CH2:12][CH2:13][CH:14]([c:15]2[cH:16][cH:17][c:18]([F:21])[cH:19][cH:20]2)[c:22]2[cH:23][cH:24][c:25]([F:28])[cH:26][cH:27]2)(=[O:8])=[O:9])[cH:10][cH:11]1.[CH3:31][C:32](=[O:33])[CH3:34].[Li+:29]>>[CH2:12]([CH2:13][CH:14]([c:15]1[cH:16][cH:17][c:18]([F:21])[cH:19][cH:20]1)[c:22]1[cH:23][cH:24][c:25]([F:28])[cH:26][cH:27]1)[Br:30]. Reactants: Compound 1, CO (MeOH), CCCCCCC (n-heptane). Reaction conditions: temperature 40 celsius, time 30 minute. The product is CO.CCCCCCC (MeOH Heptane). Reaction SMILES: [CH3:1][OH:2].[CH3:3][CH2:4][CH2:5][CH2:6][CH2:7][CH2:8][CH3:9]>>[CH3:1][OH:2].[CH3:3][CH2:4][CH2:5][CH2:6][CH2:7][CH2:8][CH3:9] |f:2.3|. Reported procedure: To the hot solution of Compound 1 (60 g) dissolved in refluxing MeOH (360 mL, at around 64° C.) in a 1 L 3-neck round bottom flask was slowly added n-heptane (360 mL) by maintaining the internal temp above 50° C. (over 40 min). The contents were held at around 55° C. for 30 min before gradually cooling to 40° C. over 6 h period.